From a dataset of the Open Reaction Database (ORD), a public repository of structured organic reaction records. describe an organic reaction: reactants, conditions, products, and yield The reactants are CCOCCOc1ccc(OB([O-])[O-])cc1OCC, CN(Cc1ccc(NC(=O)C2=Cc3cc(Br)ccc3S(=O)(=O)CC2)cc1)C1CCOCC1, O=C([O-])[O-], CCO, Cc1ccccc1, [K+], [K+]. Yields the product CCOCCOc1ccc(-c2ccc3c(c2)C=C(C(=O)Nc2ccc(CN(C)C4CCOCC4)cc2)CCS3(=O)=O)cc1OCC. Reaction SMILES: [B:33]([O-:34])([O-:50])[O:51][c:35]1[cH:36][c:37]([O:47][CH2:48][CH3:49])[c:38]([O:41][CH2:42][CH2:43][O:44][CH2:45][CH3:46])[cH:39][cH:40]1.[Br:1][c:2]1[cH:3][cH:4][c:5]2[c:6]([cH:32]1)[CH:7]=[C:8]([C:14](=[O:15])[NH:16][c:17]1[cH:18][cH:19][c:20]([CH2:23][N:24]([CH:25]3[CH2:26][CH2:27][O:28][CH2:29][CH2:30]3)[CH3:31])[cH:21][cH:22]1)[CH2:9][CH2:10][S:11]2(=[O:12])=[O:13].[C:52](=[O:53])([O-:54])[O-:55].[CH3:58][CH2:59][OH:60].[CH3:61][c:62]1[cH:63][cH:64][cH:65][cH:66][cH:67]1.[K+:56].[K+:57]>>[c:2]1(-[c:35]2[cH:36][c:37]([O:47][CH2:48][CH3:49])[c:38]([O:41][CH2:42][CH2:43][O:44][CH2:45][CH3:46])[cH:39][cH:40]2)[cH:3][cH:4][c:5]2[c:6]([cH:32]1)[CH:7]=[C:8]([C:14](=[O:15])[NH:16][c:17]1[cH:18][cH:19][c:20]([CH2:23][N:24]([CH:25]3[CH2:26][CH2:27][O:28][CH2:29][CH2:30]3)[CH3:31])[cH:21][cH:22]1)[CH2:9][CH2:10][S:11]2(=[O:12])=[O:13].